This data is from the Open Reaction Database (ORD), a public repository of structured organic reaction records. The task is: describe an organic reaction: reactants, conditions, products, and yield Product: C(C1=CC=CC=C1)N(C(CN1C2=C(N3C(=NN=C3CC1=O)C1=CC=CC=C1)C=C(C(=C2)F)F)=O)C(C)C (N-benzyl-2-(8,9-difluoro-5-oxo-1-phenyl-4,5-dihydro-2,3,6,10b-tetraaza-benzo[e]azulen-6-yl)-N-isopropyl-acetamide). Solvent: CN(C)C=O (DMF), CN(C)C=O (DMF). The reactants are 4(C), C[Si](C)(C)[N-][Si](C)(C)C.[K+] (KHMDS), FC1=CC2=C(N3C(=NN=C3CC(N2)=O)C2=CC=CC=C2)C=C1F (8,9-difluoro-1-phenyl-4H,6H-2,3,6,10b-tetraaza-benzo[e]azulen-5-one), C(C1=CC=CC=C1)N(C(CBr)=O)C(C)C (N-benzyl-2-bromo-N-isopropyl-acetamide), ( C ). Reported procedure: To a solution of KHMDS (0.5 M in THF, 16.6 mL, 8.33 mmol) at 0° C. was added 8,9-difluoro-1-phenyl-4H,6H-2,3,6,10b-tetraaza-benzo[e]azulen-5-one (Preparation 4(C) (2.0 g, 6.4 mmol) in DMF (20 mL). The reaction was stirred at 0° C. for 35 minutes, was cooled to −10° C., and a solution of N-benzyl-2-bromo-N-isopropyl-acetamide (Preparation 1 (C) (1.9 g, 7.0 mmol) in DMF (20 mL) was added. The reaction was stirred at −10C for 2 hours and at room temperature for 24 hours. The reaction was quenched w... Run at temperature 0 celsius, time 35 minute. As a reaction SMILES: C[Si]([N-][Si](C)(C)C)(C)C.[K+].[F:11][C:12]1[C:32]([F:33])=[CH:31][C:15]2[N:16]3[C:20]([CH2:21][C:22](=[O:24])[NH:23][C:14]=2[CH:13]=1)=[N:19][N:18]=[C:17]3[C:25]1[CH:30]=[CH:29][CH:28]=[CH:27][CH:26]=1.[CH2:34]([N:41]([CH:46]([CH3:48])[CH3:47])[C:42](=[O:45])[CH2:43]Br)[C:35]1[CH:40]=[CH:39][CH:38]=[CH:37][CH:36]=1>CN(C=O)C>[CH2:34]([N:41]([CH:46]([CH3:48])[CH3:47])[C:42](=[O:45])[CH2:43][N:23]1[C:22](=[O:24])[CH2:21][C:20]2[N:16]([C:17]([C:25]3[CH:30]=[CH:29][CH:28]=[CH:27][CH:26]=3)=[N:18][N:19]=2)[C:15]2[CH:31]=[C:32]([F:33])[C:12]([F:11])=[CH:13][C:14]1=2)[C:35]1[CH:40]=[CH:39][CH:38]=[CH:37][CH:36]=1 |f:0.1|. Reactants: COc1cc(C=O)cc(OC)c1Br, Cc1ccccc1, OCCO. Product: COc1cc(C2OCCO2)cc(OC)c1Br. RXN SMILES: [Br:1][c:2]1[c:3]([O:12][CH3:13])[cH:4][c:5]([CH:6]=[O:7])[cH:8][c:9]1[O:10][CH3:11].[CH3:18][c:19]1[cH:20][cH:21][cH:22][cH:23][cH:24]1.[OH:14][CH2:15][CH2:16][OH:17]>>[Br:1][c:2]1[c:3]([O:12][CH3:13])[cH:4][c:5]([CH:6]2[O:7][CH2:16][CH2:15][O:14]2)[cH:8][c:9]1[O:10][CH3:11]. Reactants: CC(C)(C)O, N#Cc1cc(-c2cccnc2)n2c1SCC2, CN(C)C=O, Cl, [K+], [OH-], O. Product: NC(=O)c1cc(-c2cccnc2)n2c1SCC2. Reaction SMILES: [C:20]([OH:21])([CH3:22])([CH3:23])[CH3:24].[C:2](#[N:3])[c:4]1[cH:5][c:6](-[c:12]2[cH:13][n:14][cH:15][cH:16][cH:17]2)[n:7]2[c:8]1[S:9][CH2:10][CH2:11]2.[CH3:26][N:27]([CH3:28])[CH:29]=[O:30].[ClH:1].[K+:19].[OH-:18].[OH2:25]>>[C:2]([NH2:3])([c:4]1[cH:5][c:6](-[c:12]2[cH:13][n:14][cH:15][cH:16][cH:17]2)[n:7]2[c:8]1[S:9][CH2:10][CH2:11]2)=[O:18]. Solvent: C(Cl)Cl (DCM). Procedure details: To a solution of the amino ester from Example 6, Step A (4.2 mmol, 896 mg) and cyclobutanecarboxylic acid (5.0 mmol, 476 μL) in 10 mL of DCM containing N,N-diisopropylethylamine (12.5 mmol, 2.17 mL) was added 1-(3-dimethylamino)propyl-3-ethylcarbodiimide hydrochloride (5.0 mmol, 958 mg). After 16 h the reaction mixture was washed with H2O (10 mL), 1 M citric acid (10 mL) and saturated NaHCO3 (10 mL). The organic phase was dried with MgSO4 and the solvent removed under reduced pressure to afford ... Yields the product C1(CCC1)C(=O)N[C@@H](CC(=O)OC)C1=CC=CC=C1 (Methyl (3S)-3-[(cyclobutylcarbonyl)amino]-3-phenylpropanoate). Reactants: 1-(3-dimethylamino)propyl-3-ethylcarbodiimide hydrochloride, N[C@@H](CC(=O)OC)C1=CC=CC=C1 (Methyl (3S)-3-amino-3-phenylpropionate), C1(CCC1)C(=O)O (cyclobutanecarboxylic acid), C(C)(C)N(C(C)C)CC (N,N-diisopropylethylamine). Reaction SMILES: [NH2:1][C@H:2]([C:8]1[CH:13]=[CH:12][CH:11]=[CH:10][CH:9]=1)[CH2:3][C:4]([O:6][CH3:7])=[O:5].[CH:14]1([C:18](O)=[O:19])[CH2:17][CH2:16][CH2:15]1.C(N(CC)C(C)C)(C)C>C(Cl)Cl>[CH:14]1([C:18]([NH:1][C@H:2]([C:8]2[CH:13]=[CH:12][CH:11]=[CH:10][CH:9]=2)[CH2:3][C:4]([O:6][CH3:7])=[O:5])=[O:19])[CH2:17][CH2:16][CH2:15]1.